From a dataset of the Open Reaction Database (ORD), a public repository of structured organic reaction records. describe an organic reaction: reactants, conditions, products, and yield Reactants: [Si](C)(C)(C(C)(C)C)OCC1=CC2=C(C=N1)N=CN2C2=CC(=C(S2)C(=O)OC)OC(C)C2=C(C=C(C=C2)C#N)Cl (methyl 5-[6-({[tert-butyl(dimethyl)silyl]oxy}methyl)-1H-imidazo[4,5-c]pyridin-1-yl]-3-[-1-(2-chloro-4-cyanophenyl)ethoxy]thiophene-2-carboxylate), N (ammonia). Run in solution, CO (methanol). Reaction conditions: temperature 125 celsius, time 5 hour. Yields the product [Si](C)(C)(C(C)(C)C)OCC1=CC2=C(C=N1)N=CN2C2=CC(=C(S2)C(=O)N)OC(C)C2=C(C=C(C=C2)C#N)Cl (5-[6-({[tert-butyl(dimethyl)silyl]oxy}methyl)-1H-imidazo[4,5-c]pyridin-1-yl]-3-[1-(2-chloro-4-cyanophenyl)ethoxy]thiophene-2-carboxamide). Reaction SMILES: [Si:1]([O:8][CH2:9][C:10]1[N:15]=[CH:14][C:13]2[N:16]=[CH:17][N:18]([C:19]3[S:23][C:22]([C:24]([O:26]C)=O)=[C:21]([O:28][CH:29]([C:31]4[CH:36]=[CH:35][C:34]([C:37]#[N:38])=[CH:33][C:32]=4[Cl:39])[CH3:30])[CH:20]=3)[C:12]=2[CH:11]=1)([C:4]([CH3:7])([CH3:6])[CH3:5])([CH3:3])[CH3:2].[NH3:40]>CO>[Si:1]([O:8][CH2:9][C:10]1[N:15]=[CH:14][C:13]2[N:16]=[CH:17][N:18]([C:19]3[S:23][C:22]([C:24]([NH2:40])=[O:26])=[C:21]([O:28][CH:29]([C:31]4[CH:36]=[CH:35][C:34]([C:37]#[N:38])=[CH:33][C:32]=4[Cl:39])[CH3:30])[CH:20]=3)[C:12]=2[CH:11]=1)([C:4]([CH3:7])([CH3:6])[CH3:5])([CH3:3])[CH3:2]. Procedure: 1.50 g of methyl 5-[6-({[tert-butyl(dimethyl)silyl]oxy}methyl)-1H-imidazo[4,5-c]pyridin-1-yl]-3-[-1-(2-chloro-4-cyanophenyl)ethoxy]thiophene-2-carboxylate are dissolved in 60 ml of a 7 N solution of ammonia in methanol. The reaction mixture is stirred for 5 hours at 125° C. under microwave radiation. Starting materials: N(=[N+]=[N-])[C@H](C(=O)OCC)CCC1=CC=CC=C1 (ethyl 2-azido-4-phenyl-(2S)-butyrate), ClC(C#N)=C (2-chloroacrylonitrile), 2h. Solvent: O (water). Reaction conditions: temperature 80 celsius, time 23 hour. Product: C(#N)C=1N=NN(C1)[C@H](C(=O)OCC)CCC1=CC=CC=C1 (Ethyl 2-(4-cyano-1H-1,2,3-triazol-1-yl)-4-phenyl-(2S)-butyrate). RXN SMILES: [N:1]([C@@H:4]([CH2:10][CH2:11][C:12]1[CH:17]=[CH:16][CH:15]=[CH:14][CH:13]=1)[C:5]([O:7][CH2:8][CH3:9])=[O:6])=[N+:2]=[N-:3].Cl[C:19](=[CH2:22])[C:20]#[N:21]>O>[C:20]([C:19]1[N:3]=[N:2][N:1]([C@@H:4]([CH2:10][CH2:11][C:12]2[CH:13]=[CH:14][CH:15]=[CH:16][CH:17]=2)[C:5]([O:7][CH2:8][CH3:9])=[O:6])[CH:22]=1)#[N:21]. Procedure details: A mixture of ethyl 2-azido-4-phenyl-(2S)-butyrate (2.33 g) and 2-chloroacrylonitrile (1.75 g) in water (25 ml) is stirred at about 80° C. for 23 hours. After cooling, the product is extracted with toluene and purified by column chromatography (30 g of silica gel 60; eluent toluene). The purified product is obtained as a yellowish oil (yield 1.84 g; 65% of theory) and characterized by 1H-NMR spectrum (CDCl3). δ value: 1.29 (*H; t; J=7 Hz); 2.40-2.67 (4H, m); 4.20 (2H, q, J=7 Hz); 5.39 (1H, m); 7.... The reactants are COC=1C=C(C=CC1OC)C(CCC(=O)N1C[C@H]2N(CC1)CCC2)=O (1-(3,4-dimethoxyphenyl)-4-((S)-hexahydropyrrolo[1,2-a]pyrazin-2-yl)butane-1,4-dione), C(C)(C)(C)OC(=O)N1[C@@H](CCCC1)C(=O)O ((S)-1-(tert-butoxycarbonyl)piperidine 2 carboxylic acid), FC=1C=C(C(=O)CCC(=O)O)C=CC1OC (3-(3-fluoro-4-methoxybenzoyl)propionic acid). Yields the product FC=1C=C(C=CC1OC)C(CCC(=O)N1C[C@H]2N(CC1)CCCC2)=O (1-(3-Fluoro-4-methoxyphenyl)-4-((S)-octahydropyrido[1,2-a]pyrazin-2-yl)butane-1,4-dione). RXN SMILES: COC1C=C([C:11](=O)[CH2:12][CH2:13][C:14]([N:16]2[CH2:21][CH2:20][N:19]3CCC[C@H:18]3[CH2:17]2)=O)C=CC=1OC.C(OC(N1CCCC[C@H]1C(O)=O)=O)(C)(C)C.[F:42][C:43]1[CH:44]=[C:45]([CH:53]=[CH:54][C:55]=1[O:56][CH3:57])[C:46]([CH2:48][CH2:49][C:50]([OH:52])=O)=[O:47]>>[F:42][C:43]1[CH:44]=[C:45]([C:46](=[O:47])[CH2:48][CH2:49][C:50]([N:19]2[CH2:20][CH2:21][N:16]3[CH2:14][CH2:13][CH2:12][CH2:11][C@H:17]3[CH2:18]2)=[O:52])[CH:53]=[CH:54][C:55]=1[O:56][CH3:57]. Procedure details: 380 mg of the title compound were prepared as described for 1-(3,4-dimethoxyphenyl)-4-((S)-hexahydropyrrolo[1,2-a]pyrazin-2-yl)butane-1,4-dione, using (S)-1-(tert-butoxycarbonyl)piperidine 2 carboxylic acid instead of BOC-protected proline and 3-(3-fluoro-4-methoxybenzoyl)propionic acid instead of 3-(3,4-dimethoxybenzoyl)propionic acid. Starting materials: O=C([C@H](O)[C@@H](O)[C@H](O)[C@H](O)CO)[O-].[Zn+2].O=C([C@H](O)[C@@H](O)[C@H](O)[C@H](O)CO)[O-] (zinc gluconate), [OH-].[K+] (potassium hydroxide). Solvent: O (water). Product: solution, O=C([C@H](O)[C@@H](O)[C@H](O)[C@H](O)CO)[O-].[Zn+2].[K+].O=C([C@H](O)[C@@H](O)[C@H](O)[C@H](O)CO)[O-].O=C([C@H](O)[C@@H](O)[C@H](O)[C@H](O)CO)[O-] (potassium zinc gluconate). Isolated yield 30.0%. RXN SMILES: [O:1]=[C:2]([O-:13])[C@@H:3]([C@H:5]([C@@H:7]([C@@H:9]([CH2:11][OH:12])[OH:10])[OH:8])[OH:6])[OH:4].[Zn+2:14].[O:15]=[C:16]([O-:27])[C@@H:17]([C@H:19]([C@@H:21]([C@@H:23]([CH2:25][OH:26])[OH:24])[OH:22])[OH:20])[OH:18].[OH-].[K+:29]>O>[O:1]=[C:2]([O-:13])[C@@H:3]([C@H:5]([C@@H:7]([C@@H:9]([CH2:11][OH:12])[OH:10])[OH:8])[OH:6])[OH:4].[Zn+2:14].[K+:29].[O:15]=[C:16]([O-:27])[C@@H:17]([C@H:19]([C@@H:21]([C@@H:23]([CH2:25][OH:26])[OH:24])[OH:22])[OH:20])[OH:18].[O:1]=[C:2]([O-:13])[C@@H:3]([C@H:5]([C@@H:7]([C@@H:9]([CH2:11][OH:12])[OH:10])[OH:8])[OH:6])[OH:4] |f:0.1.2,3.4,6.7.8.9.10|. Procedure details: In a suitable reaction vessel, 120 grams of zinc gluconate was suspended in 300 ml of water, and the suspension was stirred mechanically. 14 grams of potassium hydroxide was added to the mixture. The result was a clear solution, which when diluted to 400 ml produced a 30% solution of potassium zinc gluconate, based on the weight of zinc gluconate used. The solution, which had a pH of 7, was evaporated under gentle heat in a suitable vessel to obtain the solid zinc complex. The powdered material ... Starting materials: NC1=NC2=CC=C(C=C2C=C1N1CCOCC1)C1=C(C(=O)OC)C=CC=C1CCC(C)(C)C (methyl 2-(2-amino-3-morpholinoquinolin-6-yl)-3-(3,3-dimethylbutyl)benzoate), [OH-].[Na+] (NaOH), Cl (HCl). Run in CO (MeOH). Product: Cl.NC1=NC2=CC=C(C=C2C=C1N1CCOCC1)C1=C(C(=O)O)C=CC=C1CCC(C)(C)C (2-(2-amino-3-morpholinoquinolin-6-yl)-3-(3,3-dimethylbutyl)benzoic acid hydrochloride). Reaction SMILES: [NH2:1][C:2]1[C:11]([N:12]2[CH2:17][CH2:16][O:15][CH2:14][CH2:13]2)=[CH:10][C:9]2[C:4](=[CH:5][CH:6]=[C:7]([C:18]3[C:27]([CH2:28][CH2:29][C:30]([CH3:33])([CH3:32])[CH3:31])=[CH:26][CH:25]=[CH:24][C:19]=3[C:20]([O:22]C)=[O:21])[CH:8]=2)[N:3]=1.[OH-].[Na+].[ClH:36]>CO>[ClH:36].[NH2:1][C:2]1[C:11]([N:12]2[CH2:13][CH2:14][O:15][CH2:16][CH2:17]2)=[CH:10][C:9]2[C:4](=[CH:5][CH:6]=[C:7]([C:18]3[C:27]([CH2:28][CH2:29][C:30]([CH3:33])([CH3:32])[CH3:31])=[CH:26][CH:25]=[CH:24][C:19]=3[C:20]([OH:22])=[O:21])[CH:8]=2)[N:3]=1 |f:1.2,5.6|. Procedure details: A solution of methyl 2-(2-amino-3-morpholinoquinolin-6-yl)-3-(3,3-dimethylbutyl)benzoate (520 mg, 1.162 mmol) in MeOH (20 mL) and 5N NaOH (0.929 mL, 4.65 mmol) was heated to 80° C. for 7 h. The solution was cooled to RT and acidified with 5N HCl to pH of ˜4. The solution was concentrated under reduced pressure. The residue was dissolved in MeOH and filtered. The filtrate was concentrated under reduced pressure to yield 2-(2-amino-3-morpholinoquinolin-6-yl)-3-(3,3-dimethylbutyl)benzoic acid hydro...